From a dataset of the Open Reaction Database (ORD), a public repository of structured organic reaction records. describe an organic reaction: reactants, conditions, products, and yield Reactants: NC(O)(C[N+](C)(C)C)CC([O-])=O (aminocarnitine), N(=C=O)C1=CC=C(C=C1)C1=CC=CC=C1 (4-isocyanatobiphenyl). Product: C(C)(=O)[O-].C1(=CC=C(C=C1)NC(N[C@@H](C[N+](C)(C)C)CC(=O)O)=O)C1=CC=CC=C1 ((R)-2-(3-Biphenyl-4-ylureido)-3-carboxy-N,N,N-trimethylpropan-1-aminium acetate). As a reaction SMILES: [NH2:1][C:2]([CH2:9][C:10](=[O:12])[O-:11])([CH2:4][N+:5]([CH3:8])([CH3:7])[CH3:6])O.[N:13]([C:16]1[CH:21]=[CH:20][C:19]([C:22]2[CH:27]=[CH:26][CH:25]=[CH:24][CH:23]=2)=[CH:18][CH:17]=1)=[C:14]=[O:15]>>[C:10]([O-:12])(=[O:11])[CH3:9].[C:19]1([C:22]2[CH:23]=[CH:24][CH:25]=[CH:26][CH:27]=2)[CH:18]=[CH:17][C:16]([NH:13][C:14](=[O:15])[NH:1][C@H:2]([CH2:9][C:10]([OH:11])=[O:12])[CH2:4][N+:5]([CH3:8])([CH3:7])[CH3:6])=[CH:21][CH:20]=1 |f:2.3|. Procedure details: According to the method described in example S11, aminocarnitine (40 mg) was reacted with 4-isocyanatobiphenyl to yield the title compound as a white solid (25.7 mg). 1H NMR (400 MHz, CD3OD): δ=7.58-7.45 (m, 6H), 7.39 (t, J=7.60 Hz, 2H), 7.28 (t, J=7.20, 1H), 4.66 (br s, 1H), 3.74 (dd, J=9.20 Hz, 13.20 Hz, 1H), 3.54 (d, 13.6 Hz, 1H), 3.23 (s, 9H), 2.65-2.55 (m, 2H), 1.98 (s, 3H). MS ESI [M+H]+, calcd for [C20H25N3O3+H]+: 356.4 found m/z 356.2 (100).